From a dataset of the Open Reaction Database (ORD), a public repository of structured organic reaction records. describe an organic reaction: reactants, conditions, products, and yield The reactants are COC1=C(C=CC=C1OC)C1SCCCS1 (2-(2',3'-Dimethoxyphenyl)-1,3-dithiane), polyphosphoric acid, [OH-].[Na+] (sodium hydroxide), C1(CCCCC1)C=CC(=O)OCC (ethyl 3-cyclohexylpropenoate). Reagents/catalysts: [Ni] (Raney nickel). Product: C1(CCCCC1)C1CC(C2=CC=C(C(=C2C1)OC)OC)=O (3-cyclohexyl-5,6-dimethoxy-1,2,3,4-tetrahydronaphthalen-1-one). RXN SMILES: [CH3:1][O:2][C:3]1[C:8]([O:9][CH3:10])=[CH:7][CH:6]=[CH:5][C:4]=1[CH:11]1SCCCS1.[CH:17]1([CH:23]=[CH:24][C:25](OCC)=[O:26])[CH2:22][CH2:21][CH2:20][CH2:19][CH2:18]1.[OH-].[Na+]>[Ni]>[CH:17]1([CH:23]2[CH2:11][C:4]3[C:5](=[CH:6][CH:7]=[C:8]([O:9][CH3:10])[C:3]=3[O:2][CH3:1])[C:25](=[O:26])[CH2:24]2)[CH2:22][CH2:21][CH2:20][CH2:19][CH2:18]1 |f:2.3|. Procedure details: 2-(2',3'-Dimethoxyphenyl)-1,3-dithiane, from Step 1 of Example 1, Method B, and ethyl 3-cyclohexylpropenoate, from Step 1 of this Example, were condensed as described in Step 2 of Example 1, Method B. The adduct was treated with Raney nickel and sodium hydroxide to give the corresponding acid. The acid was cyclized with polyphosphoric acid as described in Step 6 of Example 1, Method A, to give 3-cyclohexyl-5,6-dimethoxy-1,2,3,4-tetrahydronaphthalen-1-one. This ketone was treated with trimethylsi... The reactants are CC1=CC(=NO1)C=1NC2=CC=CC=C2C1 (2-(5-Methyl-isoxazol-3-yl)-1H-indole), CN(C=O)C (N,N-dimethylformamide), O=P(Cl)(Cl)Cl (POCl3), CN(C=O)C (dimethylformamide). Run at time 4 hour. Yields the product CC1=CC(=NO1)C=1NC2=CC=CC=C2C1C=O (2-(5-methyl-isoxazol-3-yl)-1H-indole-3-carbaldehyde). As a reaction SMILES: O=P(Cl)(Cl)Cl.[CH3:6][C:7]1[O:11][N:10]=[C:9]([C:12]2[NH:13][C:14]3[C:19]([CH:20]=2)=[CH:18][CH:17]=[CH:16][CH:15]=3)[CH:8]=1.CN(C)[CH:23]=[O:24]>>[CH3:6][C:7]1[O:11][N:10]=[C:9]([C:12]2[NH:13][C:14]3[C:19]([C:20]=2[CH:23]=[O:24])=[CH:18][CH:17]=[CH:16][CH:15]=3)[CH:8]=1. Procedure: With vigorous stirring, POCl3 (1.4 mL, 15 mmol) was added slowly to dimethylformamide (2 mL) at 0° C. 2-(5-Methyl-isoxazol-3-yl)-1H-indole (1.0 g, 5.04 mmol) dissolved in N,N-dimethylformamide (8 mL) was added. The reaction mixture was allowed to come to room temperature, stirred for 4 h, and quenched with ice cold water followed by a 10% sodium hydroxide solution. The resulting precipitate was washed with water, dried in vacuo, and purified via silica gel column chromatography (30% ethyl acetat... The reactants are C1CCOC1, O=[N+]([O-])c1ccc(-c2ccc(S(=O)(=O)O)cc2)cc1, O, Cl[Sn]Cl. Product: Nc1ccc(-c2ccc(S(=O)(=O)O)cc2)cc1. As a reaction SMILES: [CH2:23]1[O:24][CH2:25][CH2:26][CH2:27]1.[N+:1]([O-:2])(=[O:3])[c:4]1[cH:5][cH:6][c:7](-[c:10]2[cH:11][cH:12][c:13]([S:16](=[O:17])(=[O:18])[OH:19])[cH:14][cH:15]2)[cH:8][cH:9]1.[OH2:28].[Sn:20]([Cl:21])[Cl:22]>>[NH2:1][c:4]1[cH:5][cH:6][c:7](-[c:10]2[cH:11][cH:12][c:13]([S:16](=[O:17])(=[O:18])[OH:19])[cH:14][cH:15]2)[cH:8][cH:9]1. Starting materials: CC(C(=O)O[C@H]1C[C@@H](O[C@@H]1COC(C(C)C)=O)N1C=C(C2=C1N=C(N=C2OC)NC=O)I)C (7-[2-Deoxy-3,5-di-O-(2-methylpropionyl)-β-D-erythropentofuranosyl]-2-[(formyl)amino]-5-iodo-4-methoxy-7H-pyrrolo[2,3-d]pyrimidine). Solvent: CC#N (MeCN). Product: NC=1NC(C2=C(N1)N(C=C2I)[C@H]2C[C@H](O)[C@H](O2)CO)=O (2-Amino-7-(2-deoxy-β-D-erythropentofuranosyl)-5-iodo-3,7-dihydro-4H-pyrrolo[2,3-d]pyrimidin-4-one), crystals. Yield: 92.0%. Reaction SMILES: CC(C)C([O:5][C@@H:6]1[C@@H:10]([CH2:11][O:12]C(=O)C(C)C)[O:9][C@@H:8]([N:18]2[C:22]3[N:23]=[C:24]([NH:29]C=O)[N:25]=[C:26]([O:27]C)[C:21]=3[C:20]([I:32])=[CH:19]2)[CH2:7]1)=O>CC#N>[NH2:29][C:24]1[NH:25][C:26](=[O:27])[C:21]2[C:20]([I:32])=[CH:19][N:18]([C@@H:8]3[O:9][C@H:10]([CH2:11][OH:12])[C@@H:6]([OH:5])[CH2:7]3)[C:22]=2[N:23]=1. Procedure: The title compound (58) is prepared in analogy with Example 51 by proceeding from compound (46) (200 mg, 0.35 mmol). Colorless crystals (126 mg, 92%) are obtained from MeCN. Melting point: 218-220° C. UV (MeOH): λmax 266 (12,000), 285 (sh, 8400). 1H-NMR ([D6] DMSO): δ=2.08 (m, Hα—C(2′)), 2.30 (m, Hβ—C(2′)), 3.48 (m, H—C(5′)), 3.74 (m, H—C(4′)), 4.26 (m, H—C(3′)), 4.89 (t, 5′-OH), 5.18 (d, 3′-OH), 6.25 (dd, H—C(1′)), 6.34 (br., NH2), 7.09 (s, H—C(6)), 10.51 (br., NH). Anal. calculated for C11H13I...